This data is from the Open Reaction Database (ORD), a public repository of structured organic reaction records. The task is: describe an organic reaction: reactants, conditions, products, and yield Reactants: O=C1CCC(=O)N1Br, CN(C)C=O, Nc1ccc2c(c1)C(=O)CC2. Product: Nc1ccc2c(c1Br)C(=O)CC2. As a reaction SMILES: [Br:12][N:13]1[C:14](=[O:15])[CH2:16][CH2:17][C:18]1=[O:19].[CH3:20][N:21]([CH3:22])[CH:23]=[O:24].[NH2:1][c:2]1[cH:3][cH:4][c:5]2[c:9]([cH:10]1)[C:8](=[O:11])[CH2:7][CH2:6]2>>[NH2:1][c:2]1[cH:3][cH:4][c:5]2[c:9]([c:10]1[Br:12])[C:8](=[O:11])[CH2:7][CH2:6]2.